This data is from the Open Reaction Database (ORD), a public repository of structured organic reaction records. The task is: describe an organic reaction: reactants, conditions, products, and yield Reactants: C(C(=O)C)(=O)OCC (ethyl pyruvate), C(C1=CC=CC=C1)(=O)Cl (benzoyl chloride), N1=CC=CC=C1 (pyridine), C(C(=O)C)(=O)OCC (ethyl pyruvate), C(O)([O-])=O.[Na+] (sodium hydrogencarbonate). The solvent is C(C)OCC (diethyl ether). Conditions: temperature 0 celsius, time 10 minute. The product is C(C1=CC=CC=C1)(=O)OC(C(=O)OCC)=C (ethyl α-benzoyloxyacrylate). Isolated yield 54.5%. RXN SMILES: [C:1]([O:6][CH2:7][CH3:8])(=[O:5])[C:2]([CH3:4])=[O:3].N1C=CC=CC=1.[C:15](Cl)(=[O:22])[C:16]1[CH:21]=[CH:20][CH:19]=[CH:18][CH:17]=1.C(=O)([O-])O.[Na+]>C(OCC)C>[C:15]([O:3][C:2](=[CH2:4])[C:1]([O:6][CH2:7][CH3:8])=[O:5])(=[O:22])[C:16]1[CH:21]=[CH:20][CH:19]=[CH:18][CH:17]=1 |f:3.4|. Reported procedure: While ethyl pyruvate (174 g, 1.5 mol) was being stirred at 0° C., pyridine (120 g, 1.5 mol) was dropped into the ethyl pyruvate. After it was stirred at 0° C. for 10 minutes, benzoyl chloride (210 g, 1.5 mol) was slowly dropped into this mixture. After the temperature of the reaction solution reached room temperature, the reaction solution was stirred for 48 hours. An aqueous solution of saturated sodium hydrogencarbonate and diethyl ether were added to the reaction solution, and an organic laye... Procedure details: monoanhydride of 5-(10,11-dihydro-5H-dibenzo[a,d]cyclohepten-5-yl)-4-thiouridine-5'-phosphate with dichloromethylenebisphosphonic acid; The product is C1=CC=CC=2C(C3=C(C=CC21)C=CC=C3)C=3C(NC(N([C@H]2[C@H](O)[C@H](O)[C@@H](CO)O2)C3)=O)=S (5-(5H-Dibenzo[a,d]cyclohepten-5-yl)-4-thiouridine). As a reaction SMILES: P([O:5][CH2:6][C@H:7]1[O:11][C@@H:10]([N:12]2[CH:19]=[C:18]([CH:20]3[C:26]4[CH:27]=[CH:28][CH:29]=[CH:30][C:25]=4[CH2:24][CH2:23][C:22]4[CH:31]=[CH:32][CH:33]=[CH:34][C:21]3=4)[C:16](=[S:17])[NH:15][C:13]2=[O:14])[C@H:9]([OH:35])[C@@H:8]1[OH:36])(O)(O)=O.ClC(Cl)(P(=O)(O)O)P(=O)(O)O>>[CH:30]1[C:25]2[CH:24]=[CH:23][C:22]3[CH:31]=[CH:32][CH:33]=[CH:34][C:21]=3[CH:20]([C:18]3[C:16](=[S:17])[NH:15][C:13](=[O:14])[N:12]([CH:19]=3)[C@@H:10]3[O:11][C@H:7]([CH2:6][OH:5])[C@@H:8]([OH:36])[C@H:9]3[OH:35])[C:26]=2[CH:27]=[CH:28][CH:29]=1. The reactants are monoanhydride, P(=O)(O)(O)OC[C@@H]1[C@H]([C@H]([C@@H](O1)N1C(=O)NC(=S)C(=C1)C1C2=C(CCC3=C1C=CC=C3)C=CC=C2)O)O (5-(10,11-dihydro-5H-dibenzo[a,d]cyclohepten-5-yl)-4-thiouridine-5'-phosphate), ClC(P(O)(O)=O)(P(O)(O)=O)Cl (dichloromethylenebisphosphonic acid). Reactants: COc1ccc(C)cc1S(=O)(=O)N1CCCc2ccc(C(=O)O)cc21, COC(=O)C(C)c1ccc(N)cc1. The product is COC(=O)C(C)c1ccc(NC(=O)c2ccc3c(c2)N(S(=O)(=O)c2cc(C)ccc2OC)CCC3)cc1. RXN SMILES: [CH3:14][O:15][c:16]1[c:17]([S:23](=[O:24])(=[O:25])[N:26]2[CH2:27][CH2:28][CH2:29][c:30]3[cH:31][cH:32][c:33]([C:36](=[O:37])[OH:38])[cH:34][c:35]32)[cH:18][c:19]([CH3:22])[cH:20][cH:21]1.[CH3:1][O:2][C:3]([CH:4]([CH3:5])[c:6]1[cH:7][cH:8][c:9]([NH2:12])[cH:10][cH:11]1)=[O:13]>>[CH3:1][O:2][C:3]([CH:4]([CH3:5])[c:6]1[cH:7][cH:8][c:9]([NH:12][C:36]([c:33]2[cH:32][cH:31][c:30]3[c:35]([cH:34]2)[N:26]([S:23]([c:17]2[c:16]([O:15][CH3:14])[cH:21][cH:20][c:19]([CH3:22])[cH:18]2)(=[O:24])=[O:25])[CH2:27][CH2:28][CH2:29]3)=[O:37])[cH:10][cH:11]1)=[O:13]. The reactants are C(C)(C)(C)OC(=O)N1CC(CC1)CNCC1=CC(=CC=C1)C1=NC(=NC=C1)Cl (3-{[3-(2-Chloro-pyrimidin-4-yl)-benzylamino]-methyl}-pyrrolidine-1-carboxylic acid tert-butyl ester), C(C)(=O)Cl (acetyl chloride), 445. Product: C(C)(C)(C)OC(=O)N1CC(CC1)CN(CC1=CC(=CC=C1)C1=NC(=NC=C1)Cl)C(C)=O (3-({Acetyl-[3-(2-chloro-pyrimidin-4-yl)-benzyl]-amino}-methyl)-pyrrolidine-1-carboxylic acid tert-butyl ester). RXN SMILES: [C:1]([O:5][C:6]([N:8]1[CH2:12][CH2:11][CH:10]([CH2:13][NH:14][CH2:15][C:16]2[CH:21]=[CH:20][CH:19]=[C:18]([C:22]3[CH:27]=[CH:26][N:25]=[C:24]([Cl:28])[N:23]=3)[CH:17]=2)[CH2:9]1)=[O:7])([CH3:4])([CH3:3])[CH3:2].[C:29](Cl)(=[O:31])[CH3:30]>>[C:1]([O:5][C:6]([N:8]1[CH2:12][CH2:11][CH:10]([CH2:13][N:14]([C:29](=[O:31])[CH3:30])[CH2:15][C:16]2[CH:21]=[CH:20][CH:19]=[C:18]([C:22]3[CH:27]=[CH:26][N:25]=[C:24]([Cl:28])[N:23]=3)[CH:17]=2)[CH2:9]1)=[O:7])([CH3:4])([CH3:2])[CH3:3]. Reported procedure: Intermediate 59 was coupled with acetyl chloride following procedure D. LC-MS showed the product had the expected M+H+ of 445. Starting materials: COCCl, CN(C)c1ccncc1, CCOC(C)=O, CCCCCC, CCN(C(C)C)C(C)C, ClCCl, O=Cc1cc(O)ccc1[N+](=O)[O-]. Yields the product COCOc1ccc([N+](=O)[O-])c(C=O)c1. As a reaction SMILES: [CH3:22][O:23][CH2:24][Cl:25].[CH3:29][N:30]([CH3:31])[c:32]1[cH:33][cH:34][n:35][cH:36][cH:37]1.[CH3:38][CH2:39][O:40][C:41](=[O:42])[CH3:43].[CH3:44][CH2:45][CH2:46][CH2:47][CH2:48][CH3:49].[CH:13]([N:14]([CH2:15][CH3:16])[CH:17]([CH3:18])[CH3:19])([CH3:20])[CH3:21].[Cl:26][CH2:27][Cl:28].[OH:1][c:2]1[cH:3][cH:4][c:5]([N+:10](=[O:11])[O-:12])[c:6]([CH:7]=[O:8])[cH:9]1>>[O:1]([c:2]1[cH:3][cH:4][c:5]([N+:10](=[O:11])[O-:12])[c:6]([CH:7]=[O:8])[cH:9]1)[CH2:24][O:23][CH3:22]. The reactants are C(C)(C)(C)OC(=O)N1CCC(CC1)(CC(CO)O)C#N (4-cyano-4-(2,3-dihydroxypropyl)piperidine-1-carboxylic acid tert-butyl ester), I(=O)(=O)(=O)[O-].[Na+] (sodium periodate), O (water). Run in O1CCCC1 (tetrahydrofuran). Conditions: time 40 minute. Product: C(C)(C)(C)OC(=O)N1CCC(CC1)(CCO)C#N (4-Cyano-4-(2-hydroxyethyl)piperidine-1-carboxylic Acid tert-Butyl Ester). The yield is 95.9%. RXN SMILES: [C:1]([O:5][C:6]([N:8]1[CH2:13][CH2:12][C:11]([C:19]#[N:20])([CH2:14][CH:15]([OH:18])CO)[CH2:10][CH2:9]1)=[O:7])([CH3:4])([CH3:3])[CH3:2].I([O-])(=O)(=O)=O.[Na+].O>O1CCCC1>[C:1]([O:5][C:6]([N:8]1[CH2:13][CH2:12][C:11]([C:19]#[N:20])([CH2:14][CH2:15][OH:18])[CH2:10][CH2:9]1)=[O:7])([CH3:4])([CH3:2])[CH3:3] |f:1.2|. Procedure: To a solution of 4-cyano-4-(2,3-dihydroxypropyl)piperidine-1-carboxylic acid tert-butyl ester (3.65 g) in tetrahydrofuran (100 ml) was added 10% aqueous sodium periodate solution (100 ml), and the mixture was stirred at room temperature for 40 min. After completion of the reaction, water was added and the mixture was extracted with ethyl acetate and washed with saturated brine. The organic layer was dried over anhydrous sodium sulfate and the solvent was evaporated. The obtained residue (3.3 g) ... Reactants: C(C)OC(CCNC(OCC1=CC=CC=C1)=O)OCC (phenylmethyl [3,3-bis(ethyloxy)propyl]carbamate), [Li+].C[Si](C)(C)[N-][Si](C)(C)C (LiHMDS), CI (methyl iodide). Run in CN(C)C=O (DMF). Reaction conditions: time 5 minute. The product is C(C)OC(CCN(C(OCC1=CC=CC=C1)=O)C)OCC (Phenylmethyl [3,3-bis(ethyloxy)propyl]methylcarbamate). Reaction SMILES: [CH2:1]([O:3][CH:4]([O:18][CH2:19][CH3:20])[CH2:5][CH2:6][NH:7][C:8](=[O:17])[O:9][CH2:10][C:11]1[CH:16]=[CH:15][CH:14]=[CH:13][CH:12]=1)[CH3:2].[Li+].[CH3:22][Si]([N-][Si](C)(C)C)(C)C.CI>CN(C=O)C>[CH2:1]([O:3][CH:4]([O:18][CH2:19][CH3:20])[CH2:5][CH2:6][N:7]([CH3:22])[C:8](=[O:17])[O:9][CH2:10][C:11]1[CH:12]=[CH:13][CH:14]=[CH:15][CH:16]=1)[CH3:2] |f:1.2|. Procedure: A solution of phenylmethyl [3,3-bis(ethyloxy)propyl]carbamate (4.17 g, 14.8 mmol, J. Med. Chem. 1998 41, 3919-3922) in anhydrous DMF (15 mL) under nitrogen at ambient temperature was treated LiHMDS (1.0 M in THF, 17.8 mL, 17.8 mmol). After stirring 5 min., methyl iodide (1.11 mL, 17.8 mmol) was added. After stirring an additional 15 min., the reaction mixture was quenched by addition of saturated brine, water and Et2O. After separation of the phases, the aqueous layer was back-extracted with Et2... The reactants are OC(=O)C(F)(F)F.N1CC(C1)NC(CNC1=NN(C2=CC=C(C=C12)C(F)(F)F)S(=O)(=O)C)=O (N-azetidin-3-yl-2-(1-methanesulfonyl-5-trifluoromethyl-1H-indazol-3-ylamino)-acetamide TFA salt), COC1=CC=C(C=N1)C1CCC(CC1)=O (4-(6-methoxy-pyridin-3-yl)-cyclohexanone). Yields the product CS(=O)(=O)N1N=C(C2=CC(=CC=C12)C(F)(F)F)NCC(=O)NC1CN(C1)C1CCC(CC1)C=1C=NC(=CC1)OC (2-(1-Methanesulfonyl-5-trifluoromethyl-1H-indazol-3-ylamino)-N-{1-[4-(6-methoxy-pyridin-3-yl)-cyclohexyl]-azetidin-3-yl}-acetamide). Reaction SMILES: OC(C(F)(F)F)=O.[NH:8]1[CH2:11][CH:10]([NH:12][C:13](=[O:33])[CH2:14][NH:15][C:16]2[C:24]3[C:19](=[CH:20][CH:21]=[C:22]([C:25]([F:28])([F:27])[F:26])[CH:23]=3)[N:18]([S:29]([CH3:32])(=[O:31])=[O:30])[N:17]=2)[CH2:9]1.[CH3:34][O:35][C:36]1[N:41]=[CH:40][C:39]([CH:42]2[CH2:47][CH2:46][C:45](=O)[CH2:44][CH2:43]2)=[CH:38][CH:37]=1>>[CH3:32][S:29]([N:18]1[C:19]2[C:24](=[CH:23][C:22]([C:25]([F:27])([F:28])[F:26])=[CH:21][CH:20]=2)[C:16]([NH:15][CH2:14][C:13]([NH:12][CH:10]2[CH2:11][N:8]([CH:45]3[CH2:46][CH2:47][CH:42]([C:39]4[CH:40]=[N:41][C:36]([O:35][CH3:34])=[CH:37][CH:38]=4)[CH2:43][CH2:44]3)[CH2:9]2)=[O:33])=[N:17]1)(=[O:31])=[O:30] |f:0.1|. Procedure: The title compound was prepared as a white solid from reaction of N-azetidin-3-yl-2-(1-methanesulfonyl-5-trifluoromethyl-1H-indazol-3-ylamino)-acetamide TFA salt and 4-(6-methoxy-pyridin-3-yl)-cyclohexanone using the procedure described in Step E of Example 1. The reactants are [N+](=O)([O-])C1=CC=C(CN2C(=NC(=C2CC(=O)O)Cl)C2=CC=CC=C2)C=C1 (1-(p-nitrobenzyl)-2-phenyl-4-chloroimidazole-5-acetic acid). Reagents/catalysts: [Pd] (palladium-on-carbon). The solvent is C(C)O (ethanol), [H][H] (hydrogen). The product is NC1=CC=C(CN2C(=NC(=C2CC(=O)O)Cl)C2=CC=CC=C2)C=C1 (1-(p-aminobenzyl)-2-phenyl-4-chloroimidazole-5-acetic acid). The yield is 76.1%. RXN SMILES: [N+:1]([C:4]1[CH:26]=[CH:25][C:7]([CH2:8][N:9]2[C:13]([CH2:14][C:15]([OH:17])=[O:16])=[C:12]([Cl:18])[N:11]=[C:10]2[C:19]2[CH:24]=[CH:23][CH:22]=[CH:21][CH:20]=2)=[CH:6][CH:5]=1)([O-])=O>C(O)C.[H][H].[Pd]>[NH2:1][C:4]1[CH:5]=[CH:6][C:7]([CH2:8][N:9]2[C:13]([CH2:14][C:15]([OH:17])=[O:16])=[C:12]([Cl:18])[N:11]=[C:10]2[C:19]2[CH:20]=[CH:21][CH:22]=[CH:23][CH:24]=2)=[CH:25][CH:26]=1. Procedure: In 100 ml of ethanol was dissolved 2 g of 1-(p-nitrobenzyl)-2-phenyl-4-chloroimidazole-5-acetic acid, and following addition of 300 mg of 10% palladium-on-carbon, the solution was shaken in hydrogen streams for 2 hours. The catalyst was filtered off and the filtrate was concentrated to dryness under reduced pressure and recrystallized from ethanol-hexane. By the above procedure was obtained 1.4 g of 1-(p-aminobenzyl)-2-phenyl-4-chloroimidazole-5-acetic acid as colorless needles, m.p. 141°-145° C... Starting materials: CCCSc1nnc(C(=O)Cl)o1, COc1cc2nc(N3CCNCC3)nc(N)c2cc1OC. The product is CCCSc1nnc(C(=O)N2CCN(c3nc(N)c4cc(OC)c(OC)cc4n3)CC2)o1, Cl. As a reaction SMILES: [CH2:1]([CH2:2][CH3:3])[S:4][c:5]1[n:6][n:7][c:8]([C:10](=[O:11])[Cl:12])[o:9]1.[NH2:13][c:14]1[n:15][c:16]([N:28]2[CH2:29][CH2:30][NH:31][CH2:32][CH2:33]2)[n:17][c:18]2[cH:19][c:20]([O:26][CH3:27])[c:21]([O:24][CH3:25])[cH:22][c:23]12>>[CH2:1]([CH2:2][CH3:3])[S:4][c:5]1[n:6][n:7][c:8]([C:10](=[O:11])[N:31]2[CH2:30][CH2:29][N:28]([c:16]3[n:15][c:14]([NH2:13])[c:23]4[c:18]([n:17]3)[cH:19][c:20]([O:26][CH3:27])[c:21]([O:24][CH3:25])[cH:22]4)[CH2:33][CH2:32]2)[o:9]1.[ClH:12].